From a dataset of the Open Reaction Database (ORD), a public repository of structured organic reaction records. describe an organic reaction: reactants, conditions, products, and yield The reactants are ClC1=CC=C(C=C1)[C@H]1[C@@H](C(NC1)=O)C(=O)OC (methyl (3S,4R)-4-(4-chlorophenyl)-2-oxopyrrolidine-3-carboxylate), Cl (hydrochloric acid). Solvent: ClC1=C(C=CC=C1)Cl (1,2-dichlorobenzene). Conditions: temperature 100 celsius, time 1 hour. Product: Cl.NC[C@H](CC(=O)O)C1=CC=C(C=C1)Cl ((R)-4-amino-3-(4-chlorophenyl)butanoic acid hydrochloride). The yield is 162.4%. RXN SMILES: [Cl:1][C:2]1[CH:7]=[CH:6][C:5]([C@@H:8]2[CH2:12][NH:11]C(=O)[C@H:9]2[C:14]([O:16]C)=[O:15])=[CH:4][CH:3]=1.Cl>ClC1C=CC=CC=1Cl>[ClH:1].[NH2:11][CH2:12][C@@H:8]([C:5]1[CH:4]=[CH:3][C:2]([Cl:1])=[CH:7][CH:6]=1)[CH2:9][C:14]([OH:16])=[O:15] |f:3.4|. Reported procedure: Under a nitrogen atmosphere, methyl (3S,4R)-4-(4-chlorophenyl)-2-oxopyrrolidine-3-carboxylate (5.00 g, 19.7 mmol) was suspended in 1,2-dichlorobenzene (25 ml), and the suspension was dropped over a period of about 3 hours into 6 mol/L hydrochloric acid (20 g) heated up to 100° C. The mixture was reacted for 10 hours, then, cooled to 80° C., and the organic layer was separated by a liquid-separation operation. The aqueous layer was concentrated under reduced pressure, acetonitrile (15 ml) was add...